Task: describe an organic reaction: reactants, conditions, products, and yield. Dataset: the Open Reaction Database (ORD), a public repository of structured organic reaction records The reactants are C(C)(C)(C)NS(=O)(=O)C=1C(=CC=CC1)C1=CC(=C(C=C1)B1OC(C(O1)(C)C)(C)C)F (N-(tert-butyl)-3′-fluoro-4′-(4,4,5,5-tetramethyl-1,3,2-dioxaborolan-2-yl)-[1,1′-biphenyl]-2-sulfonamide), BrC=1C=NC2=NC=CC=C2C1 (3-bromo-1,8-naphthyridine). Yields the product C(C)(C)(C)NS(=O)(=O)C=1C(=CC=CC1)C1=CC(=C(C=C1)C=1C=NC2=NC=CC=C2C1)F (N-tert-Butyl-3′-fluoro-4′-(1,8-naphthyridin-3-yl)biphenyl-2-sulfonamide). RXN SMILES: [C:1]([NH:5][S:6]([C:9]1[C:10]([C:15]2[CH:20]=[CH:19][C:18](B3OC(C)(C)C(C)(C)O3)=[C:17]([F:30])[CH:16]=2)=[CH:11][CH:12]=[CH:13][CH:14]=1)(=[O:8])=[O:7])([CH3:4])([CH3:3])[CH3:2].Br[C:32]1[CH:33]=[N:34][C:35]2[C:40]([CH:41]=1)=[CH:39][CH:38]=[CH:37][N:36]=2>>[C:1]([NH:5][S:6]([C:9]1[C:10]([C:15]2[CH:20]=[CH:19][C:18]([C:32]3[CH:33]=[N:34][C:35]4[C:40]([CH:41]=3)=[CH:39][CH:38]=[CH:37][N:36]=4)=[C:17]([F:30])[CH:16]=2)=[CH:11][CH:12]=[CH:13][CH:14]=1)(=[O:8])=[O:7])([CH3:3])([CH3:2])[CH3:4]. Procedure details: The title compound was prepared in a manner similar to that described in Example 444 using N-(tert-butyl)-3′-fluoro-4′-(4,4,5,5-tetramethyl-1,3,2-dioxaborolan-2-yl)-[1,1′-biphenyl]-2-sulfonamide and 3-bromo-1,8-naphthyridine. MS (ESI): mass calcd. for C24H22FN3O2S, 435.14; m/z found, 436.1 [M+H]+. 1H NMR (400 MHz, CD3OD) δ 9.46 (s, 1H), 9.23 (s, 1H), 8.89 (s, 1H), 8.85 (d, J=7.2, 1H), 8.18-8.14 (m, 1H), 7.94-7.90 (m, 1H), 7.80 (m, 1H), 7.70-7.65 (m, 1H), 7.62-7.57 (m, 1H), 7.49-7.40 (m, 3H), 1.1...